From a dataset of the Open Reaction Database (ORD), a public repository of structured organic reaction records. describe an organic reaction: reactants, conditions, products, and yield Reactants: O=C([O-])O, CC(=O)O, CC1CC(C)OC2(CCN(c3ncccc3Cl)CC2C)O1, [Na+], O. The product is CC1CN(c2ncccc2Cl)CCC1=O. As a reaction SMILES: [C:22](=[O:23])([OH:24])[O-:25].[CH3:27][C:28](=[O:29])[OH:30].[Cl:1][c:2]1[c:3]([N:8]2[CH2:9][CH:10]([CH3:21])[C:11]3([O:12][CH:17]([CH3:18])[CH2:16][CH:14]([CH3:15])[O:13]3)[CH2:19][CH2:20]2)[n:4][cH:5][cH:6][cH:7]1.[Na+:26].[OH2:31]>>[Cl:1][c:2]1[c:3]([N:8]2[CH2:9][CH:10]([CH3:21])[C:11](=[O:12])[CH2:19][CH2:20]2)[n:4][cH:5][cH:6][cH:7]1.